Dataset: the Open Reaction Database (ORD), a public repository of structured organic reaction records. Task: describe an organic reaction: reactants, conditions, products, and yield The reactants are CCc1cc(Br)c(C)nc1OC, O=C([O-])[O-], I[Cu]I, [K+], [K+], [Na+], [OH-], c1cc[nH]c1. The product is CCc1cc(-n2cccc2)c(C)nc1OC. As a reaction SMILES: [Br:1][c:2]1[c:3]([CH3:12])[n:4][c:5]([O:10][CH3:11])[c:6]([CH2:8][CH3:9])[cH:7]1.[C:13](=[O:14])([O-:15])[O-:16].[Cu:26]([I:27])[I:28].[K+:17].[K+:18].[Na+:20].[OH-:19].[nH:21]1[cH:22][cH:23][cH:24][cH:25]1>>[c:2]1(-[n:21]2[cH:22][cH:23][cH:24][cH:25]2)[c:3]([CH3:12])[n:4][c:5]([O:10][CH3:11])[c:6]([CH2:8][CH3:9])[cH:7]1. The reactants are O=C1CCC(=O)N1Br, O=C(OOC(=O)c1ccccc1)c1ccccc1, Cc1cnc(-c2ccccc2)nc1C, ClC(Cl)(Cl)Cl. The product is Cc1nc(-c2ccccc2)ncc1CBr. Reaction SMILES: [Br:1][N:2]1[C:3](=[O:4])[CH2:5][CH2:6][C:7]1=[O:8].[C:9]([O:10][O:11][C:12](=[O:13])[c:14]1[cH:15][cH:16][cH:17][cH:18][cH:19]1)(=[O:20])[c:21]1[cH:22][cH:23][cH:24][cH:25][cH:26]1.[CH3:27][c:28]1[n:29][c:30](-[c:35]2[cH:36][cH:37][cH:38][cH:39][cH:40]2)[n:31][cH:32][c:33]1[CH3:34].[Cl:41][C:42]([Cl:43])([Cl:44])[Cl:45]>>[Br:1][CH2:34][c:33]1[c:28]([CH3:27])[n:29][c:30](-[c:35]2[cH:36][cH:37][cH:38][cH:39][cH:40]2)[n:31][cH:32]1. Reactants: CCCCCCC(Br)C(=O)OCC, C1CCOC1, CC1(C)COC(c2ccccc2-c2ccc3[nH]ccc3c2)=N1, [Cl-], [H-], [NH4+], [Na+]. The product is CCCCCCC(C(=O)OCC)n1ccc2cc(-c3ccccc3C3=NC(C)(C)CO3)ccc21. As a reaction SMILES: [Br:25][CH:26]([C:27](=[O:28])[O:29][CH2:30][CH3:31])[CH2:32][CH2:33][CH2:34][CH2:35][CH2:36][CH3:37].[CH2:40]1[O:41][CH2:42][CH2:43][CH2:44]1.[CH3:3][C:4]1([CH3:24])[N:5]=[C:6]([c:9]2[c:10](-[c:15]3[cH:16][c:17]4[cH:18][cH:19][nH:20][c:21]4[cH:22][cH:23]3)[cH:11][cH:12][cH:13][cH:14]2)[O:7][CH2:8]1.[Cl-:38].[H-:1].[NH4+:39].[Na+:2]>>[CH3:3][C:4]1([CH3:24])[N:5]=[C:6]([c:9]2[c:10](-[c:15]3[cH:16][c:17]4[cH:18][cH:19][n:20]([CH:26]([C:27](=[O:28])[O:29][CH2:30][CH3:31])[CH2:32][CH2:33][CH2:34][CH2:35][CH2:36][CH3:37])[c:21]4[cH:22][cH:23]3)[cH:11][cH:12][cH:13][cH:14]2)[O:7][CH2:8]1.